This data is from the Open Reaction Database (ORD), a public repository of structured organic reaction records. The task is: describe an organic reaction: reactants, conditions, products, and yield Reactants: CCOC(C)=O, CCCCCC, CCCC=Cc1c(C(C)C)nc(C(C)C)c(CO)c1-c1ccc(C)cc1. Yields the product CCCCCc1c(C(C)C)nc(C(C)C)c(CO)c1-c1ccc(C)cc1. Reaction SMILES: [C:33]([O:34][CH2:35][CH3:36])(=[O:37])[CH3:38].[CH3:27][CH2:28][CH2:29][CH2:30][CH2:31][CH3:32].[CH:1]([CH3:2])([CH3:3])[c:4]1[n:5][c:6]([CH:24]([CH3:25])[CH3:26])[c:7]([CH:19]=[CH:20][CH2:21][CH2:22][CH3:23])[c:8](-[c:12]2[cH:13][cH:14][c:15]([CH3:18])[cH:16][cH:17]2)[c:9]1[CH2:10][OH:11]>>[CH:1]([CH3:2])([CH3:3])[c:4]1[n:5][c:6]([CH:24]([CH3:25])[CH3:26])[c:7]([CH2:19][CH2:20][CH2:21][CH2:22][CH3:23])[c:8](-[c:12]2[cH:13][cH:14][c:15]([CH3:18])[cH:16][cH:17]2)[c:9]1[CH2:10][OH:11]. Starting materials: Nc1ccc(OCc2cccc(F)c2)c(Br)c1, CS(C)=O. Product: Nc1ccc(OCc2ccccc2)c(Br)c1. RXN SMILES: [Br:1][c:2]1[cH:3][c:4]([NH2:5])[cH:6][cH:7][c:8]1[O:9][CH2:10][c:11]1[cH:12][c:13]([F:17])[cH:14][cH:15][cH:16]1.[CH3:18][S:19]([CH3:20])=[O:21]>>[Br:1][c:2]1[cH:3][c:4]([NH2:5])[cH:6][cH:7][c:8]1[O:9][CH2:10][c:11]1[cH:12][cH:13][cH:14][cH:15][cH:16]1. Starting materials: CO, OCCC#Cc1ccc(C2CC2)cc1, O=S(=O)(O)O. Yields the product O=C(CCCO)c1ccc(C2CC2)cc1. Reaction SMILES: [CH3:20][OH:21].[CH:6]1([c:9]2[cH:10][cH:11][c:12]([C:15]#[C:16][CH2:17][CH2:18][OH:19])[cH:13][cH:14]2)[CH2:7][CH2:8]1.[S:1]([OH:2])(=[O:3])(=[O:4])[OH:5]>>[O:2]=[C:15]([c:12]1[cH:11][cH:10][c:9]([CH:6]2[CH2:7][CH2:8]2)[cH:14][cH:13]1)[CH2:16][CH2:17][CH2:18][OH:19]. The reactants are C(C)(C)(C)O[C@H]1[C@@H](C=C(O[C@@H]1CO)[SiH](C)C)O (4-O-tert.-butyldimethylsilyl-glucal), C(C)(=O)OCC (ethyl acetate). Solvent: C(C)(=O)OC=C (vinyl acetate). Reaction conditions: time 22 hour. Product: C(C)(=O)OC[C@@H]1[C@H]([C@@H](C=C(O1)[SiH](C)C)O)OC(C)(C)C (6-O-acetyl-4-O-tert.-butyldimethylsilyl-glucal). Yield: 85.0%. Reaction SMILES: [C:1]([O:5][C@@H:6]1[C@@H:11]([CH2:12][OH:13])[O:10][C:9]([SiH:14]([CH3:16])[CH3:15])=[CH:8][C@H:7]1[OH:17])([CH3:4])([CH3:3])[CH3:2].[C:18](OCC)(=[O:20])[CH3:19]>C(OC=C)(=O)C>[C:18]([O:13][CH2:12][C@H:11]1[O:10][C:9]([SiH:14]([CH3:15])[CH3:16])=[CH:8][C@@H:7]([OH:17])[C@@H:6]1[O:5][C:1]([CH3:4])([CH3:3])[CH3:2])(=[O:20])[CH3:19]. Procedure details: 1.09 g (5 mmol) of 4-O-tert.-butyldimethylsilyl-glucal are taken up in 10-20 ml of ethyl acetate and 50-80 ml of vinyl acetate, and 1.0 g of lipase from Candida cylindracea (Sigma) is added. After stirring at room temperature for 20-24 hours, the reusable enzyme is filtered off, and the solution is concentrated in vacuo. Subsequent simple filtration through a silica gel column in ether/hexane (~1:1 v:v) yields 1.1-1.2 g of 6-O-acetyl-4-O-tert.-butyldimethylsilyl-glucal (85-90% yield). Starting materials: C1(CCCCC1)CCC[C@H](CC(=O)OC(C)(C)C)C1=NC(=NO1)CN(C)CC(=O)OCC (tert-butyl(3R)-6-cyclohexyl-3-(3-{[(2-ethoxy-2-oxoethyl)(methyl)amino]methyl}-1,2,4-oxadiazol-5-yl)hexanoate), O[Li].O (LiOH.H2O). The solvent is O1CCOCC1 (dioxan), O (H2O). Run at time 19 hour. The product is C(C)(C)(C)OC(C[C@@H](CCCC1CCCCC1)C1=NC(=NO1)CN(C)CC(=O)O)=O ([({5-[(1R)-1-(2-tert-butoxy-2-oxoethyl)-4-cyclohexylbutyl]-1,2,4-oxadiazol-3-yl}methyl)(methyl)amino]acetic acid). The yield is 120.7%. RXN SMILES: [CH:1]1([CH2:7][CH2:8][CH2:9][C@@H:10]([C:19]2[O:23][N:22]=[C:21]([CH2:24][N:25]([CH2:27][C:28]([O:30]CC)=[O:29])[CH3:26])[N:20]=2)[CH2:11][C:12]([O:14][C:15]([CH3:18])([CH3:17])[CH3:16])=[O:13])[CH2:6][CH2:5][CH2:4][CH2:3][CH2:2]1.O[Li].O>O1CCOCC1.O>[C:15]([O:14][C:12](=[O:13])[CH2:11][C@H:10]([C:19]1[O:23][N:22]=[C:21]([CH2:24][N:25]([CH2:27][C:28]([OH:30])=[O:29])[CH3:26])[N:20]=1)[CH2:9][CH2:8][CH2:7][CH:1]1[CH2:2][CH2:3][CH2:4][CH2:5][CH2:6]1)([CH3:18])([CH3:16])[CH3:17] |f:1.2|. Reported procedure: A solution of tert-butyl(3R)-6-cyclohexyl-3-(3-{[(2-ethoxy-2-oxoethyl)(methyl)amino]methyl}-1,2,4-oxadiazol-5-yl)hexanoate (preparation 132) (1.00 g, 2.21 mmol) in dioxan (20 ml) and H2O (20 ml) was treated with LiOH.H2O (193 mg, 2.21 mmol) and the reaction mixture stirred at room temperature for 19 hours. The solvent was removed under reduced pressure. The residue was dissolved in EtOAc and washed with brine. The aqueous was extracted with EtOAc (×3). The combined organic extracts were dried ov... As a reaction SMILES: [CH3:1][N:2]1[C:7]([C:8]([F:11])([F:10])[F:9])=[CH:6][C:5](=[O:12])[N:4]([C:13]2[CH:14]=[CH:15][C:16]3[S:20][N:19]=[C:18]([CH2:21][O:22][CH2:23][C:24]([O:26]C)=[O:25])[C:17]=3[CH:28]=2)[C:3]1=[O:29].Cl>C(O)(=O)C>[CH3:1][N:2]1[C:7]([C:8]([F:9])([F:10])[F:11])=[CH:6][C:5](=[O:12])[N:4]([C:13]2[CH:14]=[CH:15][C:16]3[S:20][N:19]=[C:18]([CH2:21][O:22][CH2:23][C:24]([OH:26])=[O:25])[C:17]=3[CH:28]=2)[C:3]1=[O:29]. Yields the product CN1C(N(C(C=C1C(F)(F)F)=O)C=1C=CC2=C(C(=NS2)COCC(=O)O)C1)=O ({{5-[3,6-Dihydro-3-methyl-2,6-dioxo-4-(trifluoromethyl)-1(2H)-pyrimidinyl]-1,2-benzisothiazol-3-yl}methoxy}acetic acid). Procedure: To a mixture of {{5-[3,6-dihydro-3-methyl-2,6-dioxo-4-(trifluoromethyl)-1(2H)-pyrimidinyl]-1,2-benzisothiazol-3-yl}methoxy}acetic acid, methyl ester (4.19 g, 0.00977 mol) and acetic acid is added 37% hydrochloric acid (5.00 ml). The resultant mixture is stirred overnight at 65° C. and cooled to room temperature. The mixture is concentrated in vacuo. The residue is suspended in water and quenched slowly by the addition of solid sodium bicarbonate to neutral pH. The resultant mixture is partitione... Reactants: Cl (hydrochloric acid), CN1C(N(C(C=C1C(F)(F)F)=O)C=1C=CC2=C(C(=NS2)COCC(=O)OC)C1)=O ({{5-[3,6-dihydro-3-methyl-2,6-dioxo-4-(trifluoromethyl)-1(2H)-pyrimidinyl]-1,2-benzisothiazol-3-yl}methoxy}acetic acid, methyl ester), resultant mixture. Isolated yield 70.7%. The solvent is C(C)(=O)O (acetic acid). The reactants are ClC1=CC(=C(C=C1)C(CC(=O)C1=CN(C(C=C1)=O)C)C=1C=C(C(=O)N(C)CCO)C=CC1)F (3-(1-(4-chloro-2-fluorophenyl)-3-(1-methyl-6-oxo-1,6-dihydropyridin-3-yl)-3-oxopropyl)-N-(2-hydroxyethyl)-N-methylbenzamide), Cl.NO (hydroxylamine hydrochloride), C(O)([O-])=O.[Na+] (sodium hydrogencarbonate). Product: ClC1=CC(=C(C=C1)C(C\C(\C1=CN(C(C=C1)=O)C)=N/O)C=1C=C(C(=O)N(C)CCO)C=CC1)F ((E)-3-(1-(4-Chloro-2-fluorophenyl)-3-(hydroxyimino)-3-(1-methyl-6-oxo-1,6-dihydropyridin-3-yl)propyl)-N-(2-hydroxyethyl)-N-methylbenzamide). RXN SMILES: [Cl:1][C:2]1[CH:7]=[CH:6][C:5]([CH:8]([C:20]2[CH:21]=[C:22]([CH:30]=[CH:31][CH:32]=2)[C:23]([N:25]([CH2:27][CH2:28][OH:29])[CH3:26])=[O:24])[CH2:9][C:10]([C:12]2[CH:17]=[CH:16][C:15](=[O:18])[N:14]([CH3:19])[CH:13]=2)=O)=[C:4]([F:33])[CH:3]=1.Cl.[NH2:35][OH:36].C(=O)([O-])O.[Na+]>>[Cl:1][C:2]1[CH:7]=[CH:6][C:5]([CH:8]([C:20]2[CH:21]=[C:22]([CH:30]=[CH:31][CH:32]=2)[C:23]([N:25]([CH2:27][CH2:28][OH:29])[CH3:26])=[O:24])[CH2:9]/[C:10](=[N:35]\[OH:36])/[C:12]2[CH:17]=[CH:16][C:15](=[O:18])[N:14]([CH3:19])[CH:13]=2)=[C:4]([F:33])[CH:3]=1 |f:1.2,3.4|. Procedure: In analogy to example 151, step 3, 3-(1-(4-chloro-2-fluorophenyl)-3-(1-methyl-6-oxo-1,6-dihydropyridin-3-yl)-3-oxopropyl)-N-(2-hydroxyethyl)-N-methylbenzamide was reacted with hydroxylamine hydrochloride in the presence of sodium hydrogencarbonate to give the title compound as a colourless solid containing 7% of the corresponding Z isomer, MS (ESI+): m/z=486.4 [M+H]+. Reactants: ClC=1N=CN(C1C(=O)NCC1=C(C(=C(C=C1)Cl)OC1=CC(=CC(=C1)C=O)C#N)F)COCC[Si](C)(C)C (4-chloro-N-({4-chloro-3-[(3-cyano-5-formylphenyl)oxy]-2-fluorophenyl}methyl)-1-({[2-(trimethylsilyl)ethyl]oxy}methyl)-1H-imidazole-5-carboxamide), C([O-])([O-])=O.[K+].[K+] (potassium carbonate), CC(C(C(=[N+]=[N-])P([O-])([O-])=O)=O)C (dimethyl-1-diazo-2-oxopropylphosphonate). Run in CCOC(=O)C (EtOAc), CO (Methanol). Run at time 8 hour. Yields the product ClC=1N=CN(C1C(=O)NCC1=C(C(=C(C=C1)Cl)OC1=CC(=CC(=C1)C#C)C#N)F)COCC[Si](C)(C)C (4-chloro-N-({4-chloro-3-[(3-cyano-5-ethynylphenyl)oxy]-2-fluorophenyl}methyl)-1-({[2-(trimethylsilyl)ethyl]oxy}methyl)-1H-imidazole-5-carboxamide). Yield: 53.8%. As a reaction SMILES: [Cl:1][C:2]1[N:3]=[CH:4][N:5]([CH2:30][O:31][CH2:32][CH2:33][Si:34]([CH3:37])([CH3:36])[CH3:35])[C:6]=1[C:7]([NH:9][CH2:10][C:11]1[CH:16]=[CH:15][C:14]([Cl:17])=[C:13]([O:18][C:19]2[CH:24]=[C:23]([CH:25]=O)[CH:22]=[C:21]([C:27]#[N:28])[CH:20]=2)[C:12]=1[F:29])=[O:8].[C:38](=O)([O-])[O-].[K+].[K+].CC(C)C(=O)C(P(=O)([O-])[O-])=[N+]=[N-]>CO.CCOC(C)=O>[Cl:1][C:2]1[N:3]=[CH:4][N:5]([CH2:30][O:31][CH2:32][CH2:33][Si:34]([CH3:37])([CH3:36])[CH3:35])[C:6]=1[C:7]([NH:9][CH2:10][C:11]1[CH:16]=[CH:15][C:14]([Cl:17])=[C:13]([O:18][C:19]2[CH:24]=[C:23]([C:25]#[CH:38])[CH:22]=[C:21]([C:27]#[N:28])[CH:20]=2)[C:12]=1[F:29])=[O:8] |f:1.2.3|. Procedure details: To a solution of 4-chloro-N-({4-chloro-3-[(3-cyano-5-formylphenyl)oxy]-2-fluorophenyl}methyl)-1-({[2-(trimethylsilyl)ethyl]oxy}methyl)-1H-imidazole-5-carboxamide (90 mg, 0.160 mmol) and potassium carbonate (66.2 mg, 0.479 mmol) in Methanol (5 ml) was added dimethyl-1-diazo-2-oxopropylphosphonate (46.0 mg, 0.240 mmol) and the reaction mixture was stirred at RT overnight. The reaction mixture was diluted with EtOAc and washed with water. The solvent was removed and the crude material was purified ... The reactants are C(C)(C)(C)OC(=O)NCC1=CC=C(C=C1)B(O)O ((4-(((tert-butoxycarbonyl)-amino)methyl)-phenyl)boronic acid), ClC(C(=O)N[C@@H]([C@@H](C1=CC=C(C=C1)I)O)CF)Cl (2,2-dichloro-N-((1R,2S)-3-fluoro-1-hydroxy-1-(4-iodophenyl)propan-2-yl)acetamide), CS2CO3. Reagents/catalysts: C=1C=CC(=CC1)[P](C=2C=CC=CC2)(C=3C=CC=CC3)[Pd]([P](C=4C=CC=CC4)(C=5C=CC=CC5)C=6C=CC=CC6)([P](C=7C=CC=CC7)(C=8C=CC=CC8)C=9C=CC=CC9)[P](C=1C=CC=CC1)(C=1C=CC=CC1)C=1C=CC=CC1 (Pd(PPh3)4). Solvent: O (water), O1CCOCC1 (1,4-dioxane), O (water). Reaction conditions: temperature 110 celsius. The product is ClC(C(=O)N[C@@H]([C@H](O)C1=CC=C(C=C1)C1=CC=C(C=C1)CNC(OC(C)(C)C)=O)CF)Cl (Tert-butyl ((4′-((1R,2S)-2-(2,2-dichloroacetamido)-3-fluoro-1-hydroxypropyl)-[1,1′-biphenyl]-4-yl)methyl)carbamate). Yield: 53.8%. As a reaction SMILES: [C:1]([O:5][C:6]([NH:8][CH2:9][C:10]1[CH:15]=[CH:14][C:13](B(O)O)=[CH:12][CH:11]=1)=[O:7])([CH3:4])([CH3:3])[CH3:2].[Cl:19][CH:20]([Cl:36])[C:21]([NH:23][C@H:24]([CH2:34][F:35])[C@H:25]([OH:33])[C:26]1[CH:31]=[CH:30][C:29](I)=[CH:28][CH:27]=1)=[O:22]>O1CCOCC1.O.C1C=CC([P]([Pd]([P](C2C=CC=CC=2)(C2C=CC=CC=2)C2C=CC=CC=2)([P](C2C=CC=CC=2)(C2C=CC=CC=2)C2C=CC=CC=2)[P](C2C=CC=CC=2)(C2C=CC=CC=2)C2C=CC=CC=2)(C2C=CC=CC=2)C2C=CC=CC=2)=CC=1>[Cl:19][CH:20]([Cl:36])[C:21]([NH:23][C@H:24]([CH2:34][F:35])[C@@H:25]([C:26]1[CH:27]=[CH:28][C:29]([C:13]2[CH:14]=[CH:15][C:10]([CH2:9][NH:8][C:6](=[O:7])[O:5][C:1]([CH3:4])([CH3:3])[CH3:2])=[CH:11][CH:12]=2)=[CH:30][CH:31]=1)[OH:33])=[O:22] |^1:47,49,68,87|. Procedure details: To solution of commercially available (4-(((tert-butoxycarbonyl)-amino)methyl)-phenyl)boronic acid (1.01 gm, 4.02 mmol) in 1,4-dioxane:water (12.3:3.8 mL) is added 2,2-dichloro-N-((1R,2S)-3-fluoro-1-hydroxy-1-(4-iodophenyl)propan-2-yl)acetamide (1.04 g, 2.56 mmol) and CS2CO3 (1.85 g, 5.67 mmol) and the resulting solution bubbled with nitrogen gas for 30 min. To this reaction mixture is added Pd(PPh3)4 (0.332 g, 0.29 mmol) and the resulting reaction mixture heated to 110° C. for 2 hours. The resu...